This data is from the Open Reaction Database (ORD), a public repository of structured organic reaction records. The task is: describe an organic reaction: reactants, conditions, products, and yield Starting materials: resultant suspension, ClC1=NC(=C2N=CN(C2=N1)C1OCCCC1)NCC(C1=CC=CC=C1)C1=CC=CC=C1 (2-chloro-N-(2,2-diphenylethyl)-9-(tetrahydro-2H-pyran-2-yl)-9H-purin-6-amine), C(C)O (ethanol), C(C)O (ethanol), C([O-])([O-])=O.[Na+].[Na+] (sodium carbonate). Reagents/catalysts: C1(=CC=CC=C1)P([C-]1C=CC=C1)C1=CC=CC=C1.[C-]1(C=CC=C1)P(C1=CC=CC=C1)C1=CC=CC=C1.[Fe+2] (1,1′-bis(diphenylphosphino)ferrocene), C(C)(=O)[O-].[Pd+2].C(C)(=O)[O-] (palladium (II) acetate). Conditions: temperature 60 celsius, time 10 hour. Product: C1(=CC=CC=C1)C(CNC1=C2N=CN(C2=NC(=N1)C(=O)OCC)C1OCCCC1)C1=CC=CC=C1 (Ethyl 6-[(2,2-diphenylethyl)amino]-9-(tetrahydro-2H-pyran-2-yl)-9H-purine-2-carboxylate). RXN SMILES: Cl[C:2]1[N:10]=[C:9]2[C:5]([N:6]=[CH:7][N:8]2[CH:11]2[CH2:16][CH2:15][CH2:14][CH2:13][O:12]2)=[C:4]([NH:17][CH2:18][CH:19]([C:26]2[CH:31]=[CH:30][CH:29]=[CH:28][CH:27]=2)[C:20]2[CH:25]=[CH:24][CH:23]=[CH:22][CH:21]=2)[N:3]=1.[C:32](=[O:35])([O-])[O-:33].[Na+].[Na+].[CH2:38](O)[CH3:39]>C([O-])(=O)C.[Pd+2].C([O-])(=O)C.C1(P(C2C=CC=CC=2)[C-]2C=CC=C2)C=CC=CC=1.[C-]1(P(C2C=CC=CC=2)C2C=CC=CC=2)C=CC=C1.[Fe+2]>[C:20]1([CH:19]([C:26]2[CH:31]=[CH:30][CH:29]=[CH:28][CH:27]=2)[CH2:18][NH:17][C:4]2[N:3]=[C:2]([C:32]([O:33][CH2:38][CH3:39])=[O:35])[N:10]=[C:9]3[C:5]=2[N:6]=[CH:7][N:8]3[CH:11]2[CH2:16][CH2:15][CH2:14][CH2:13][O:12]2)[CH:25]=[CH:24][CH:23]=[CH:22][CH:21]=1 |f:1.2.3,5.6.7,8.9.10|. Procedure: To a suspension of palladium (II) acetate (1.50 g, 0.00668 moles) in absolute ethanol (1000 ml) was added 1,1′-bis(diphenylphosphino)ferrocene (7.00 g, 0.0126 moles) and the resultant suspension was stirred under an atmosphere of nitrogen for 18 hours to give the catalyst mixture. To a mixture of 2-chloro-N-(2,2-diphenylethyl)-9-(tetrahydro-2H-pyran-2-yl)-9H-purin-6-amine (WO/0023457) (Preparation 2) (700 g, 1.61 moles) and absolute ethanol (4500 ml) in an autoclave was added anhydrous sodium ca... Starting materials: Cc1nc(Cl)ccc1C(=O)Nc1ccc(Cl)c(-c2ccccn2)c1, NCCc1c[nH]cn1. Product: Cc1nc(NCCc2c[nH]cn2)ccc1C(=O)Nc1ccc(Cl)c(-c2ccccn2)c1. As a reaction SMILES: [Cl:1][c:2]1[n:3][c:4]([CH3:24])[c:5]([C:6](=[O:7])[NH:8][c:9]2[cH:10][c:11](-[c:16]3[n:17][cH:18][cH:19][cH:20][cH:21]3)[c:12]([Cl:15])[cH:13][cH:14]2)[cH:22][cH:23]1.[NH2:25][CH2:26][CH2:27][c:28]1[cH:29][nH:30][cH:31][n:32]1>>[c:2]1([NH:25][CH2:26][CH2:27][c:28]2[cH:29][nH:30][cH:31][n:32]2)[n:3][c:4]([CH3:24])[c:5]([C:6](=[O:7])[NH:8][c:9]2[cH:10][c:11](-[c:16]3[n:17][cH:18][cH:19][cH:20][cH:21]3)[c:12]([Cl:15])[cH:13][cH:14]2)[cH:22][cH:23]1. The reactants are FC=1C(=C2/C(/C(NC2=CC1)=O)=C/C=1NC=CC1OC)I ((Z)-1,3-dihydro-5-fluoro-4-iodo-3-[(3-methoxy-1H-pyrrol-2-yl)methylene]-2H-indol-2-one), FC=1C(=C2/C(/C(NC2=CC1)=O)=C/C=1NC=CC1OC)I ((Z)-1,3-dihydro-5-fluoro-4-iodo-3-[(3-methoxy-1H-pyrrol-2-yl)methylene]-2H-indol-2-one), FC=1C(=C2/C(/C(NC2=CC1)=O)=C/C=1NC=CC1OC)I ((Z)-1,3-dihydro-5-fluoro-4-iodo-3-[(3-methoxy-1H-pyrrol-2-yl)methylene]-2H-indol-2-one), C(N)(=O)CNC=1C=C(C=CC1)B(O)O (3-(carbamoylmethyl-amino)-phenylboronic acid). Reagents/catalysts: Cl[Pd]([P](C1=CC=CC=C1)(C2=CC=CC=C2)C3=CC=CC=C3)([P](C4=CC=CC=C4)(C5=CC=CC=C5)C6=CC=CC=C6)Cl ((Ph3P)2PdCl2). The solvent is COCCOC (1,2-dimethoxyethane). The product is FC=1C(=C2C(C(NC2=CC1)=O)=CC=1NC=CC1OC)C=1C=C(C=CC1)NCC(=O)N (2-[3-[5-Fluoro-3-[(3-methoxy-1H-pyrrol-2-yl)methylene]-2-oxo-2,3-dihydro-1H-indol-4-yl]-phenylamino]-acetamide). As a reaction SMILES: [F:1][C:2]1[C:3](I)=[C:4]2[C:8](=[CH:9][CH:10]=1)[NH:7][C:6](=[O:11])/[C:5]/2=[CH:12]\[C:13]1[NH:14][CH:15]=[CH:16][C:17]=1[O:18][CH3:19].[C:21]([CH2:24][NH:25][C:26]1[CH:27]=[C:28](B(O)O)[CH:29]=[CH:30][CH:31]=1)(=[O:23])[NH2:22]>COCCOC.Cl[Pd](Cl)([P](C1C=CC=CC=1)(C1C=CC=CC=1)C1C=CC=CC=1)[P](C1C=CC=CC=1)(C1C=CC=CC=1)C1C=CC=CC=1>[F:1][C:2]1[C:3]([C:30]2[CH:31]=[C:26]([NH:25][CH2:24][C:21]([NH2:22])=[O:23])[CH:27]=[CH:28][CH:29]=2)=[C:4]2[C:8](=[CH:9][CH:10]=1)[NH:7][C:6](=[O:11])[C:5]2=[CH:12][C:13]1[NH:14][CH:15]=[CH:16][C:17]=1[O:18][CH3:19] |^1:43,62|. Procedure details: A solution of (Z)-1,3-dihydro-5-fluoro-4-iodo-3-[(3-methoxy-1H-pyrrol-2-yl)methylene]-2H-indol-2-one (50 mg, 0.13 mmol), 2M aqueous Na2CO3 solution (0.13 mL) (Starting Material 13), (Ph3P)2PdCl2 (22 mg, 0.027 mmol) and 3-(carbamoylmethyl-amino)-phenylboronic acid (55 mg, 0.26 mmol) in 1,2-dimethoxyethane (5 mL) was heated at 103° C. for 3 days. The reaction mixture was filtered and concentrated. The crude material was purified by C18 reverse phase chromatography to give 2-[3-[5-Fluoro-3-[(3-meth... Reactants: COC(=O)OC1CC2=CC=C3C4CCC(C(C)C=O)C4(C)CCC3C2(C)C(OC(=O)OC)C1, CC(C)=O, CC(C)O, O=[Cr](=O)(O)O, O, O=S(=O)(O)O. Yields the product COC(=O)OC1CC2=CC=C3C4CCC(C(C)C(=O)O)C4(C)CCC3C2(C)C(OC(=O)OC)C1. RXN SMILES: [CH3:1][O:2][C:3](=[O:4])[O:5][CH:6]1[CH2:7][CH:8]([O:29][C:30](=[O:31])[O:32][CH3:33])[CH2:9][C:10]2=[CH:11][CH:12]=[C:13]3[CH:14]4[CH2:15][CH2:16][CH:17]([CH:18]([CH3:19])[CH:20]=[O:21])[C:22]4([CH3:28])[CH2:23][CH2:24][CH:25]3[C:26]12[CH3:27].[CH3:48][C:49](=[O:50])[CH3:51].[CH:44]([OH:45])([CH3:46])[CH3:47].[Cr:34](=[O:35])([OH:36])([OH:37])=[O:38].[OH2:52].[S:39](=[O:40])(=[O:41])([OH:42])[OH:43]>>[CH3:1][O:2][C:3](=[O:4])[O:5][CH:6]1[CH2:7][CH:8]([O:29][C:30](=[O:31])[O:32][CH3:33])[CH2:9][C:10]2=[CH:11][CH:12]=[C:13]3[CH:14]4[CH2:15][CH2:16][CH:17]([CH:18]([CH3:19])[C:20](=[O:21])[OH:35])[C:22]4([CH3:28])[CH2:23][CH2:24][CH:25]3[C:26]12[CH3:27].